Dataset: the Open Reaction Database (ORD), a public repository of structured organic reaction records. Task: describe an organic reaction: reactants, conditions, products, and yield Starting materials: ClCCCN1CCN(CC1)CC1=CC=C(C=C1)Cl (1-chloro-3-[4-(4-chlorobenzyl)piperazin-1-yl]propane), [I-].[Na+] (sodium iodide), Cl (hydrogen chloride), [K+].[Br-] (KBr), δ(DMSO), C1(O)=CC(O)=CC=C1 (resorcinol), C([O-])([O-])=O.[K+].[K+] (potassium carbonate). Solvent: CC(CC)=O (butanone), CCO (EtOH), C(C)O (ethanol), CC(CC)=O (butanone). Conditions: time 45 minute. Product: ClC1=CC=C(CN2CCN(CC2)CCCOC2=CC(=CC=C2)O)C=C1 (1-[4-(4-Chlorobenzyl)piperazin-1-yl]-3-(3-hydroxyphenoxy)propane). Yield: 73.0%. RXN SMILES: Cl[CH2:2][CH2:3][CH2:4][N:5]1[CH2:10][CH2:9][N:8]([CH2:11][C:12]2[CH:17]=[CH:16][C:15]([Cl:18])=[CH:14][CH:13]=2)[CH2:7][CH2:6]1.[I-].[Na+].[C:21]1([CH:28]=[CH:27][CH:26]=[C:24]([OH:25])[CH:23]=1)[OH:22].C(=O)([O-])[O-].[K+].[K+].Cl.[K+].[Br-]>CC(=O)CC.C(O)C>[Cl:18][C:15]1[CH:16]=[CH:17][C:12]([CH2:11][N:8]2[CH2:9][CH2:10][N:5]([CH2:4][CH2:3][CH2:2][O:22][C:21]3[CH:28]=[CH:27][CH:26]=[C:24]([OH:25])[CH:23]=3)[CH2:6][CH2:7]2)=[CH:13][CH:14]=1 |f:1.2,4.5.6,8.9|. Reported procedure: To a solution of 1-chloro-3-[4-(4-chlorobenzyl)piperazin-1-yl]propane (50 g, 0.174 mole, prepared as in EP No. 10392) in butanone (250 ml) was added sodium iodide (26.09 g, 0.174 mole) and the mixture was stirred for 45 minutes under N2. This solution was then added dropwise to a stirred, refluxing mixture of resorcinol (95.84 g, 0.87 mole), anhydrous potassium carbonate (24.06 g, 0.174 mole) and butanone (400 ml) which had previously been heated to reflux for 1.5 hours. After a further 26 hours... Starting materials: [NH2-].[Na+] (sodium amide), Cl.FC1=CC=C(C=C1)NN ((4-Fluorophenyl)hydrazine hydrochloride), BrCC1=CC=C(C=C1)Br (1-(bromomethyl)-4-bromobenzene). Solvent: O1CCCC1 (tetrahydrofuran). Reaction conditions: temperature 50 celsius, time 1 hour. Yields the product BrC1=CC=C(CN(N)C2=CC=C(C=C2)F)C=C1 (1-(4-bromobenzyl)-1-(4-fluorophenyl)hydrazine). RXN SMILES: [NH2-].[Na+].Cl.[F:4][C:5]1[CH:10]=[CH:9][C:8]([NH:11][NH2:12])=[CH:7][CH:6]=1.Br[CH2:14][C:15]1[CH:20]=[CH:19][C:18]([Br:21])=[CH:17][CH:16]=1>O1CCCC1>[Br:21][C:18]1[CH:19]=[CH:20][C:15]([CH2:14][N:11]([C:8]2[CH:9]=[CH:10][C:5]([F:4])=[CH:6][CH:7]=2)[NH2:12])=[CH:16][CH:17]=1 |f:0.1,2.3|. Procedure: A flask containing tetrahydrofuran (2.0 mL) was charged with sodium amide (253 mg, 6.15 mmol; Aldrich) and chilled to 0° C. (4-Fluorophenyl)hydrazine hydrochloride (500 mg, 3.08 mmol; Aldrich) was added in portions. After 5 minutes the solid had completely dissolved and the ice bath was removed. Stirring was continued for 1 hour, then the solution was chilled again in an ice bath and 1-(bromomethyl)-4-bromobenzene (845 mg, 3.38 mmol; Aldrich) was added dropwise. After 30 minutes the ice bath was... Starting materials: IC=1C=NNC1 (4-iodo-1H-pyrazole), O1C(C1)C(=O)OC (methyl oxirane-2-carboxylate), P(=O)([O-])([O-])[O-].[K+].[K+].[K+] (tripotassium phosphate). The solvent is O1CCOCC1 (dioxane), O (water). Run at temperature 90 celsius, time 4 hour. Product: OC(C(=O)OC)CN1N=CC(=C1)I (methyl 2-hydroxy-3-(4-iodo-1H-pyrazol-1-yl)propanoate). As a reaction SMILES: [I:1][C:2]1[CH:3]=[N:4][NH:5][CH:6]=1.[O:7]1[CH2:9][CH:8]1[C:10]([O:12][CH3:13])=[O:11].P([O-])([O-])([O-])=O.[K+].[K+].[K+]>O1CCOCC1.O>[OH:7][CH:8]([CH2:9][N:4]1[CH:3]=[C:2]([I:1])[CH:6]=[N:5]1)[C:10]([O:12][CH3:13])=[O:11] |f:2.3.4.5|. Procedure details: A mixture of 4-iodo-1H-pyrazole (10 g, 51 mmol), methyl oxirane-2-carboxylate (6.8 g, 67 mmol) and tripotassium phosphate (12 g, 57 mmol) in dioxane (80 mL) was stirred at 90° C. for 4 hours. After cooling to room temperature, the mixture was diluted with water and extracted with DCM. The organic layer was dried over anhydrous sodium sulfate, filtered, and concentrated under reduced pressure. The residue was purified by silica gel column chromatography (petroleum ether/EtOAc) to afford methyl 2-... Reactants: ClC1=CC=C(C=C1)C(N1CC(C1)=C(C1=CC(=CC=C1)C(=O)OC1=C(C(=C(C(=C1F)F)F)F)F)S(=O)(=O)C)C1=CC=C(C=C1)Cl (1-[bis(4-chlorophenyl)methyl]-3-{(methylsulfonyl)[3-(pentafluorophenoxycarbonyl)phenyl]methylene}azetidine), NN1CCCCC1 (1-aminopiperidine). Run in CN(C=O)C (dimethylformamide), C(C)(=O)OCC (ethyl acetate). Conditions: time 18 hour. The product is ClC1=CC=C(C=C1)C(N1CC(C1)=C(C1=CC(=CC=C1)C(NN1CCCCC1)=O)S(=O)(=O)C)C1=CC=C(C=C1)Cl (1-[bis-(4-chlorophenyl)methyl]-3-{(methylsulfonyl)[3-(N-piperidylcarbamoyl)phenyl]methylene}azetidine). RXN SMILES: [Cl:1][C:2]1[CH:7]=[CH:6][C:5]([CH:8]([C:38]2[CH:43]=[CH:42][C:41]([Cl:44])=[CH:40][CH:39]=2)[N:9]2[CH2:12][C:11](=[C:13]([S:34]([CH3:37])(=[O:36])=[O:35])[C:14]3[CH:19]=[CH:18][CH:17]=[C:16]([C:20](OC4C(F)=C(F)C(F)=C(F)C=4F)=[O:21])[CH:15]=3)[CH2:10]2)=[CH:4][CH:3]=1.[NH2:45][N:46]1[CH2:51][CH2:50][CH2:49][CH2:48][CH2:47]1>CN(C)C=O.C(OCC)(=O)C>[Cl:44][C:41]1[CH:42]=[CH:43][C:38]([CH:8]([C:5]2[CH:4]=[CH:3][C:2]([Cl:1])=[CH:7][CH:6]=2)[N:9]2[CH2:12][C:11](=[C:13]([S:34]([CH3:37])(=[O:35])=[O:36])[C:14]3[CH:19]=[CH:18][CH:17]=[C:16]([C:20](=[O:21])[NH:45][N:46]4[CH2:51][CH2:50][CH2:49][CH2:48][CH2:47]4)[CH:15]=3)[CH2:10]2)=[CH:39][CH:40]=1. Reported procedure: A mixture of 0.45 g of 1-[bis(4-chlorophenyl)methyl]-3-{(methylsulfonyl)[3-(pentafluorophenoxycarbonyl)phenyl]methylene}azetidine, 0.07 cm3 of 1-aminopiperidine in 4 cm3 of dimethylformamide is stirred for 18 hours at room temperature. The mixture is taken up in 30 cm3 of ethyl acetate. The organic phase is washed with 3 times 50 cm3 of water, dried over magnesium sulfate, filtered and concentrated to dryness under reduced pressure (2.7 kPa). 0.2 g of 1-[bis-(4-chlorophenyl)methyl]-3-{(methylsul... Reactants: CCOCC, CC(C)=O, COc1c(C)cc(F)cc1C(C)O, O=[Cr](=O)([O-])Cl, c1cc[nH+]cc1. The product is COc1c(C)cc(F)cc1C(C)=O. As a reaction SMILES: [CH3:25][CH2:26][O:27][CH2:28][CH3:29].[CH3:30][C:31](=[O:32])[CH3:33].[F:1][c:2]1[cH:3][c:4]([CH3:13])[c:5]([O:11][CH3:12])[c:6]([CH:8]([CH3:9])[OH:10])[cH:7]1.[O:14]=[Cr:15]([Cl:16])([O-:17])=[O:18].[nH+:19]1[cH:20][cH:21][cH:22][cH:23][cH:24]1>>[F:1][c:2]1[cH:3][c:4]([CH3:13])[c:5]([O:11][CH3:12])[c:6]([C:8]([CH3:9])=[O:10])[cH:7]1. The reactants are OCC1=CN=C2N1C(=CC=C2)CN(CCCNS(=O)(=O)C(F)(F)F)C(=O)OC(C)(C)C (3-hydroxymethyl-5-[N-tert-butoxycarbonyl-N-(3-trifluoromethanesulfonamidopropan-1-yl)aminomethyl]imidazo[1,2-a]pyridine), C[Si](C)(C)I (trimethylsilyl iodide), C(O)([O-])=O.[Na+] (sodium hydrogencarbonate), ice water. Run in C(Cl)(Cl)Cl (chloroform). Reaction conditions: time 18 hour. Yields the product FC(S(=O)(=O)NCCCN1CC2=CN=C3C=CC=C(C1)N32)(F)F (4,5-dihydro-4-(3-trifluoromethanesulfonamidopropan-1-yl)-3H-1,4,8b-triazaacenaphthylene). Yield: 62.6%. RXN SMILES: OC[C:3]1[N:7]2[C:8]([CH2:12][N:13]([C:25](OC(C)(C)C)=O)[CH2:14][CH2:15][CH2:16][NH:17][S:18]([C:21]([F:24])([F:23])[F:22])(=[O:20])=[O:19])=[CH:9][CH:10]=[CH:11][C:6]2=[N:5][CH:4]=1.C[Si](I)(C)C.C(=O)([O-])O.[Na+]>C(Cl)(Cl)Cl>[F:23][C:21]([F:24])([F:22])[S:18]([NH:17][CH2:16][CH2:15][CH2:14][N:13]1[CH2:12][C:8]2[N:7]3[C:3](=[CH:4][N:5]=[C:6]3[CH:11]=[CH:10][CH:9]=2)[CH2:25]1)(=[O:19])=[O:20] |f:2.3|. Procedure details: To a solution of 233 mg (0.50 mmol) of 3-hydroxymethyl-5-[N-tert-butoxycarbonyl-N-(3-trifluoromethanesulfonamidopropan-1-yl)aminomethyl]imidazo[1,2-a]pyridine in 5.0 ml of chloroform was added 0.36 ml (2.50 mmol) of trimethylsilyl iodide. The mixture was stirred for 18 hours at room temperature. The reaction mixture was poured into ice-water, which was neutralized with a saturated aqueous solution of sodium hydrogencarbonate, and extracted of the desired compound with 50 ml of chloroform. The or... The reactants are O=C1CCCCCN1CCCCCBr, CCCCSCCO, CS(C)=O, [K+], [OH-]. Yields the product CCCCSCCOCCCCCN1CCCCCC1=O. RXN SMILES: [Br:1][CH2:2][CH2:3][CH2:4][CH2:5][CH2:6][N:7]1[C:8](=[O:14])[CH2:9][CH2:10][CH2:11][CH2:12][CH2:13]1.[CH2:15]([CH2:16][CH2:17][CH3:18])[S:19][CH2:20][CH2:21][OH:22].[CH3:25][S:26]([CH3:27])=[O:28].[K+:24].[OH-:23]>>[CH2:2]([CH2:3][CH2:4][CH2:5][CH2:6][N:7]1[C:8](=[O:14])[CH2:9][CH2:10][CH2:11][CH2:12][CH2:13]1)[O:22][CH2:21][CH2:20][S:19][CH2:15][CH2:16][CH2:17][CH3:18]. Starting materials: NC1=NC=CC(=N1)C(=O)NC(C)C=1C=NC(=C(C1)C)OCC(F)(F)F (2-amino-N-(1-(5-methyl-6-(2,2,2-trifluoroethoxy)pyridin-3-yl)ethyl)pyrimidine-4-carb oxamide), C(C(C)C)(=O)Cl (isobutyryl chloride). Product: C(C(C)C)(=O)NC1=NC=CC(=N1)C(=O)NC(C)C=1C=NC(=C(C1)C)OCC(F)(F)F (2-isobutyramido-N-(1-(5-methyl-6-(2,2,2-trifluoroethoxy)pyridin-3-yl)ethyl)pyrimidine-4-carboxamide). RXN SMILES: [NH2:1][C:2]1[N:7]=[C:6]([C:8]([NH:10][CH:11]([C:13]2[CH:14]=[N:15][C:16]([O:20][CH2:21][C:22]([F:25])([F:24])[F:23])=[C:17]([CH3:19])[CH:18]=2)[CH3:12])=[O:9])[CH:5]=[CH:4][N:3]=1.[C:26](Cl)(=[O:30])[CH:27]([CH3:29])[CH3:28]>>[C:26]([NH:1][C:2]1[N:7]=[C:6]([C:8]([NH:10][CH:11]([C:13]2[CH:14]=[N:15][C:16]([O:20][CH2:21][C:22]([F:24])([F:25])[F:23])=[C:17]([CH3:19])[CH:18]=2)[CH3:12])=[O:9])[CH:5]=[CH:4][N:3]=1)(=[O:30])[CH:27]([CH3:29])[CH3:28]. Procedure details: The title compound is prepared from 2-amino-N-(1-(5-methyl-6-(2,2,2-trifluoroethoxy)pyridin-3-yl)ethyl)pyrimidine-4-carb oxamide (20 mg, 0.06 mmol, Step-1 of Example 223, single enantiomer) and isobutyryl chloride (30 mg, 0.28 mmol) according to the procedure similar to that described in Step-2 of Example 8.